From a dataset of the Open Reaction Database (ORD), a public repository of structured organic reaction records. describe an organic reaction: reactants, conditions, products, and yield Starting materials: CCC#CCN, FC(F)(F)c1ccc2c(c1)C(c1ccccc1)=NCC(=S)N2, C1CCOC1. Yields the product CCC#CCNC1=Nc2ccc(C(F)(F)F)cc2C(c2ccccc2)=NC1. As a reaction SMILES: [CH2:23]([C:24]#[C:25][CH2:26][CH3:27])[NH2:28].[F:1][C:2]([c:3]1[cH:4][cH:5][c:6]2[c:7]([cH:20]1)[C:8]([c:14]1[cH:15][cH:16][cH:17][cH:18][cH:19]1)=[N:9][CH2:10][C:11](=[S:13])[NH:12]2)([F:21])[F:22].[O:29]1[CH2:30][CH2:31][CH2:32][CH2:33]1>>[F:1][C:2]([c:3]1[cH:4][cH:5][c:6]2[c:7]([cH:20]1)[C:8]([c:14]1[cH:15][cH:16][cH:17][cH:18][cH:19]1)=[N:9][CH2:10][C:11]([NH:28][CH2:23][C:24]#[C:25][CH2:26][CH3:27])=[N:12]2)([F:21])[F:22]. Reactants: O=C(O)Cc1ccc(F)cc1F, O, O=[N+]([O-])O, O=S(=O)(O)O. Yields the product O=C(O)Cc1cc([N+](=O)[O-])c(F)cc1F. Reaction SMILES: [F:1][c:2]1[c:3]([CH2:9][C:10](=[O:11])[OH:12])[cH:4][cH:5][c:6]([F:8])[cH:7]1.[OH2:17].[OH:13][N+:14]([O-:15])=[O:16].[S:18](=[O:19])(=[O:20])([OH:21])[OH:22]>>[F:1][c:2]1[c:3]([CH2:9][C:10](=[O:11])[OH:12])[cH:4][c:5]([N+:14](=[O:13])[O-:15])[c:6]([F:8])[cH:7]1. Reactants: Cl.Cl.COC([C@@H](CC=1C=C2C=CN=C(C2=CC1OC(F)(F)F)N)N1C([C@H](CC1)N)=O)=O ((R)-3-(1-Amino-7-trifluoromethoxy-isoquinolin-6-yl)-2-((S)-3-amino-2-oxo-pyrrolidin-1-yl)-propionic acid methyl ester bishydrochloride), C(C)(C)N(CC)C(C)C (diisopropylethylamine), N1(CCCC1)C=1SC(=CN1)S(=O)(=O)Cl (2-Pyrrolidin-1-yl-thiazole-5-sulfonyl chloride). The solvent is C(Cl)Cl (CH2Cl2), C(Cl)Cl (CH2Cl2). The product is COC([C@@H](CC=1C=C2C=CN=C(C2=CC1OC(F)(F)F)N)N1C([C@H](CC1)NS(=O)(=O)C1=CN=C(S1)N1CCCC1)=O)=O ((R)-3-(1-Amino-7-trifluoromethoxy-isoquinolin-6-yl)-2-[(S)-2-oxo-3-(2-pyrrolidin-1-yl-thiazole-5-sulfonylamino)-pyrrolidin-1-yl]-propionic acid methyl ester). RXN SMILES: Cl.Cl.[CH3:3][O:4][C:5](=[O:31])[C@H:6]([N:24]1[CH2:28][CH2:27][C@H:26]([NH2:29])[C:25]1=[O:30])[CH2:7][C:8]1[CH:9]=[C:10]2[C:15](=[CH:16][C:17]=1[O:18][C:19]([F:22])([F:21])[F:20])[C:14]([NH2:23])=[N:13][CH:12]=[CH:11]2.C(N(C(C)C)CC)(C)C.[N:41]1([C:46]2[S:47][C:48]([S:51](Cl)(=[O:53])=[O:52])=[CH:49][N:50]=2)[CH2:45][CH2:44][CH2:43][CH2:42]1>C(Cl)Cl>[CH3:3][O:4][C:5](=[O:31])[C@H:6]([N:24]1[CH2:28][CH2:27][C@H:26]([NH:29][S:51]([C:48]2[S:47][C:46]([N:41]3[CH2:45][CH2:44][CH2:43][CH2:42]3)=[N:50][CH:49]=2)(=[O:53])=[O:52])[C:25]1=[O:30])[CH2:7][C:8]1[CH:9]=[C:10]2[C:15](=[CH:16][C:17]=1[O:18][C:19]([F:21])([F:22])[F:20])[C:14]([NH2:23])=[N:13][CH:12]=[CH:11]2 |f:0.1.2|. Procedure details: To a suspension of 485 mg (1 mmol) of (R)-3-(1-Amino-7-trifluoromethoxy-isoquinolin-6-yl)-2-((S)-3-amino-2-oxo-pyrrolidin-1-yl)-propionic acid methyl ester bishydrochloride in 6 ml CH2Cl2, 873 μl (5 mmol) diisopropylethylamine and 379 mg (1.5 mmol) 2-Pyrrolidin-1-yl-thiazole-5-sulfonyl chloride, dissolved in 5 ml CH2Cl2, are added subsequently at 0° C. under stirring. The reactants are O (Water), BrC1=C(C=C(C=C1C)O)C (4-bromo-3,5-dimethylphenol), C(C1=CC=CC=C1)Br (benzyl bromide), C([O-])([O-])=O.[K+].[K+] (potassium carbonate). The solvent is CN(C=O)C (N,N-dimethylformamide). Conditions: temperature 80 celsius, time 8 hour. The product is C(C1=CC=CC=C1)OC=1C=C(C(=C(C1)C)Br)C (5-(benzyloxy)-2-bromo-1,3-dimethylbenzene). The yield is 86.0%. As a reaction SMILES: [Br:1][C:2]1[C:7]([CH3:8])=[CH:6][C:5]([OH:9])=[CH:4][C:3]=1[CH3:10].[CH2:11](Br)[C:12]1[CH:17]=[CH:16][CH:15]=[CH:14][CH:13]=1.C(=O)([O-])[O-].[K+].[K+].O>CN(C)C=O>[CH2:11]([O:9][C:5]1[CH:4]=[C:3]([CH3:10])[C:2]([Br:1])=[C:7]([CH3:8])[CH:6]=1)[C:12]1[CH:17]=[CH:16][CH:15]=[CH:14][CH:13]=1 |f:2.3.4|. Procedure details: To a solution of 4-bromo-3,5-dimethylphenol (8.00 g, 39.8 mmol) and benzyl bromide (5.80 mL, 47.7 mmol) in N,N-dimethylformamide (130 mL) was added potassium carbonate (8.25 g, 59.7 mmol), and the mixture was stirred at 80° C. for 8 hr. Water was added to the reaction mixture, and the mixture was extracted with ethyl acetate. The extract was washed with saturated brine, dried over anhydrous magnesium sulfate, and concentrated under reduced pressure. The residue was purified by silica gel column ... The reactants are CC(=O)CC(C)C, Cc1nc2scc(C)n2c(=O)c1CCCl, Cl, O=C(c1ccc(F)cc1)C1CCNCC1, [I-], [K+], [Na+], [Na+], O=C([O-])[O-]. Product: Cc1nc2scc(C)n2c(=O)c1CCN1CCC(C(=O)c2ccc(F)cc2)CC1. Reaction SMILES: [CH3:40][CH:41]([CH3:42])[CH2:43][C:44](=[O:45])[CH3:46].[Cl:1][CH2:2][CH2:3][c:4]1[c:5]([CH3:15])[n:6][c:7]2[n:8]([c:9]1=[O:10])[c:11]([CH3:14])[cH:12][s:13]2.[ClH:16].[F:17][c:18]1[cH:19][cH:20][c:21]([C:24](=[O:25])[CH:26]2[CH2:27][CH2:28][NH:29][CH2:30][CH2:31]2)[cH:22][cH:23]1.[I-:39].[K+:38].[Na+:32].[Na+:33].[O-:34][C:35](=[O:36])[O-:37]>>[CH2:2]([CH2:3][c:4]1[c:5]([CH3:15])[n:6][c:7]2[n:8]([c:9]1=[O:10])[c:11]([CH3:14])[cH:12][s:13]2)[N:29]1[CH2:28][CH2:27][CH:26]([C:24]([c:21]2[cH:20][cH:19][c:18]([F:17])[cH:23][cH:22]2)=[O:25])[CH2:31][CH2:30]1. The reactants are C(C)(C)OC(=O)N1CCC(CC1)C1OC2=C(C1)C=C(C=C2)C=2C(=NC(=CC2)Cl)C (4-[5-(6-chloro-2-methyl-pyridin-3-yl)-2,3-dihydro-benzofuran-2-yl]-piperidine-1-carboxylic acid isopropyl ester), CSC.[Na] (sodium methyl sulfide), CSC.[Na] (sodium methyl sulfide). The solvent is C(C)(=O)OCC (ethyl acetate). Reaction conditions: temperature 80 celsius, time 4 hour. Yields the product C(C)(C)OC(=O)N1CCC(CC1)C1OC2=C(C1)C=C(C=C2)C=2C(=NC(=CC2)SC)C (4-[5-(2-Methyl-6-methylsulfanyl-pyridin-3-yl)-2,3-dihydro-benzofuran-2-yl]-piperidine-1-carboxylic acid isopropyl ester). Reaction SMILES: [CH:1]([O:4][C:5]([N:7]1[CH2:12][CH2:11][CH:10]([CH:13]2[CH2:17][C:16]3[CH:18]=[C:19]([C:22]4[C:23]([CH3:29])=[N:24][C:25](Cl)=[CH:26][CH:27]=4)[CH:20]=[CH:21][C:15]=3[O:14]2)[CH2:9][CH2:8]1)=[O:6])([CH3:3])[CH3:2].[CH3:30][S:31]C.[Na]>C(OCC)(=O)C>[CH:1]([O:4][C:5]([N:7]1[CH2:12][CH2:11][CH:10]([CH:13]2[CH2:17][C:16]3[CH:18]=[C:19]([C:22]4[C:23]([CH3:29])=[N:24][C:25]([S:31][CH3:30])=[CH:26][CH:27]=4)[CH:20]=[CH:21][C:15]=3[O:14]2)[CH2:9][CH2:8]1)=[O:6])([CH3:3])[CH3:2] |f:1.2,^1:32|. Procedure: A mixture of 4-[5-(6-chloro-2-methyl-pyridin-3-yl)-2,3-dihydro-benzofuran-2-yl]-piperidine-1-carboxylic acid isopropyl ester (160 mg) and sodium methyl sulfide (84 mg) in N,N-dimtehylformamide (1.6 mL) is stirred for 4 h at 80° C. Three more portions of sodium methyl sulfide (28 mg each) are added over the course of two days while stirring the reaction mixture at 80° C. until completion of the reaction. The reaction mixture is diluted with ethyl acetate, washed with water and brine, and concentr...